This data is from the Open Reaction Database (ORD), a public repository of structured organic reaction records. The task is: describe an organic reaction: reactants, conditions, products, and yield Reactants: C(C)(=O)O[C@H]1[C@@H](O[C@@H]([C@H]([C@@H]1OC(C)=O)OC(C)=O)O\C(=C/C1=C(C=CC=C1)F)\C(=O)OCC)COC(C)=O ((2S,3S,4R,5S,6R)-2-(Acetoxymethyl)-6-(((Z)-3-ethoxy-1-(2-fluorophenyl)-3-oxoprop-1-en-2-yl)oxy)tetrahydro-2H-pyran-3,4,5-triyl triacetate), [Br-].C(C)(=O)O[C@H]1[C@@H](O)O[C@@H]([C@H]([C@@H]1OC(C)=O)OC(C)=O)COC(C)=O (2,3,4,6 tetra-O-acetyl-α-D-glucose bromide), ClC1=C(C=CC=C1)CC(C(=O)OCC)=O (ethyl 3-(2-chlorophenyl)-2-oxopropanoate), [H-].[Na+] (sodium hydride). Product: C(C)(=O)O[C@H]1[C@@H](O[C@@H]([C@H]([C@@H]1OC(C)=O)OC(C)=O)O\C(=C/C1=C(C=CC=C1)Cl)\C(=O)OCC)COC(C)=O ((2S,3S,4R,5S,6R)-2-(Acetoxymethyl)-6-(((Z)-1-(2-chlorophenyl)-3-ethoxy-3-oxoprop-1-en-2-yl)oxy)tetrahydro-2H-pyran-3,4,5-triyl triacetate). Yield: 16.0%. As a reaction SMILES: [C:1]([O:4][C@@H:5]1[C@@H:10]([O:11][C:12](=[O:14])[CH3:13])[C@H:9]([O:15][C:16](=[O:18])[CH3:17])[C@@H:8]([O:19]/[C:20](/[C:29]([O:31][CH2:32][CH3:33])=[O:30])=[CH:21]\[C:22]2[CH:27]=[CH:26][CH:25]=[CH:24][C:23]=2F)[O:7][C@H:6]1[CH2:34][O:35][C:36](=[O:38])[CH3:37])(=[O:3])[CH3:2].[Cl:39]C1C=CC=CC=1CC(=O)C(OCC)=O.[H-].[Na+].[Br-].C(O[C@@H]1[C@@H](OC(=O)C)[C@H](OC(=O)C)[C@@H](COC(=O)C)O[C@@H]1O)(=O)C>>[C:1]([O:4][C@@H:5]1[C@@H:10]([O:11][C:12](=[O:14])[CH3:13])[C@H:9]([O:15][C:16](=[O:18])[CH3:17])[C@@H:8]([O:19]/[C:20](/[C:29]([O:31][CH2:32][CH3:33])=[O:30])=[CH:21]\[C:22]2[CH:27]=[CH:26][CH:25]=[CH:24][C:23]=2[Cl:39])[O:7][C@H:6]1[CH2:34][O:35][C:36](=[O:38])[CH3:37])(=[O:3])[CH3:2] |f:2.3,4.5|. Reported procedure: The title compound was prepared as described for C4 using ethyl 3-(2-chlorophenyl)-2-oxopropanoate B11 (100 mg, 0.441 mmol), sodium hydride (11.65 mg, 0.485 mmol) and 2,3,4,6 tetra-O-acetyl-α-D-glucose bromide (181 mg, 0.441 mmol). The resulting compound was isolated in the form of white solid in 16% yield. The reactants are [Cl-].O[NH3+] (hydroxylammonium chloride), C(O)([O-])=O.[Na+] (sodium hydrogen carbonate), CS(=O)C (dimethyl sulfoxide), OC(CO[C@@H]1CC[C@H](CC1)N1C=2N(C(=C(C1=O)CC1=CC=C(C=C1)C=1C(=CC=CC1)C#N)CCC)N=CN2)(CC)C (4′-({4-[trans-4-(2-hydroxy-2-methylbutoxy)cyclohexyl]-5-oxo-7-propyl-4,5-dihydro[1,2,4]triazolo[1,5-a]pyrimidin-6-yl}methyl)biphenyl-2-carbonitrile). The solvent is O (water), C(C)(=O)OCC (Ethyl acetate). Conditions: temperature 40 celsius, time 30 minute. Product: OC(CO[C@@H]1CC[C@H](CC1)N1C=2N(C(=C(C1=O)CC1=CC=C(C=C1)C1=C(C=CC=C1)C1=NOC(N1)=O)CCC)N=CN2)(CC)C (4-[trans-4-(2-hydroxy-2-methylbutoxy)cyclohexyl]-6-{[2′-(5-oxo-4,5-dihydro-1,2,4-oxadiazol-3-yl)biphenyl-4-yl]methyl}-7-propyl[1,2,4]triazolo[1,5-a]pyrimidin-5(4H)-one). Isolated yield 73.8%. RXN SMILES: [Cl-].O[NH3+:3].[C:4](=[O:7])([O-])[OH:5].[Na+].CS(C)=O.[OH:13][C:14]([CH3:53])([CH2:51][CH3:52])[CH2:15][O:16][C@H:17]1[CH2:22][CH2:21][C@H:20]([N:23]2[C:28](=[O:29])[C:27]([CH2:30][C:31]3[CH:36]=[CH:35][C:34]([C:37]4[C:38]([C:43]#[N:44])=[CH:39][CH:40]=[CH:41][CH:42]=4)=[CH:33][CH:32]=3)=[C:26]([CH2:45][CH2:46][CH3:47])[N:25]3[N:48]=[CH:49][N:50]=[C:24]23)[CH2:19][CH2:18]1>O.C(OCC)(=O)C>[OH:13][C:14]([CH3:53])([CH2:51][CH3:52])[CH2:15][O:16][C@H:17]1[CH2:22][CH2:21][C@H:20]([N:23]2[C:28](=[O:29])[C:27]([CH2:30][C:31]3[CH:36]=[CH:35][C:34]([C:37]4[CH:42]=[CH:41][CH:40]=[CH:39][C:38]=4[C:43]4[NH:3][C:4](=[O:7])[O:5][N:44]=4)=[CH:33][CH:32]=3)=[C:26]([CH2:45][CH2:46][CH3:47])[N:25]3[N:48]=[CH:49][N:50]=[C:24]23)[CH2:19][CH2:18]1 |f:0.1,2.3|. Reported procedure: A mixture of hydroxylammonium chloride (0.11 g), sodium hydrogen carbonate (0.18 g) and dimethyl sulfoxide (3 mL) was stirred at 40° C. for 30 min, 4′-({4-[trans-4-(2-hydroxy-2-methylbutoxy)cyclohexyl]-5-oxo-7-propyl-4,5-dihydro[1,2,4]triazolo[1,5-a]pyrimidin-6-yl}methyl)biphenyl-2-carbonitrile (0.060 g) was added, and the mixture was stirred at 90° C. for 24 hr and then at room temperature for 35 hr. Ethyl acetate and water were added to the reaction mixture, and the mixture was extracted with ...